Dataset: the Open Reaction Database (ORD), a public repository of structured organic reaction records. Task: describe an organic reaction: reactants, conditions, products, and yield Starting materials: FC1=NC=CC=C1C=1C(NC(N(N1)CCCN1C[C@]2(C[C@H]2C1)C1=CC=C(C=C1)C(F)(F)F)=O)=O (6-(2-fluoro-3-pyridinyl)-2-(3-{(1S,5R)-1-[4-(trifluoromethyl)phenyl]-3-azabicyclo[3.1.0]hex-3-yl}propyl)-1,2,4-triazine-3,5(2H,4H)-dione), FC1=NC=CC=C1C=1C(NC(N(N1)CCCN1C[C@]2(C[C@H]2C1)C1=CC=C(C=C1)C(F)(F)F)=O)=O (6-(2-fluoro-3-pyridinyl)-2-(3-{(1S,5R)-1-[4-(trifluoromethyl)phenyl]-3-azabicyclo[3.1.0]hex-3-yl}propyl)-1,2,4-triazine-3,5(2H,4H)-dione), Cl (HCl), CO (MeOH). Solvent: C(Cl)Cl (DCM). The product is Cl.Cl.FC1=NC=CC=C1C=1C(NC(N(N1)CCCN1C[C@]2(C[C@H]2C1)C1=CC=C(C=C1)C(F)(F)F)=O)=O (6-(2-fluoro-3-pyridinyl)-2-(3-{(1S,5R)-1-[4-(trifluoromethyl)phenyl]-3-azabicyclo[3.1.0]hex-3-yl}propyl)-1,2,4-triazine-3,5(2H,4H)-dione dihydrochloride salt). Reaction SMILES: [F:1][C:2]1[C:7]([C:8]2[C:9](=[O:34])[NH:10][C:11](=[O:33])[N:12]([CH2:14][CH2:15][CH2:16][N:17]3[CH2:22][C@H:21]4[C@:19]([C:23]5[CH:28]=[CH:27][C:26]([C:29]([F:32])([F:31])[F:30])=[CH:25][CH:24]=5)([CH2:20]4)[CH2:18]3)[N:13]=2)=[CH:6][CH:5]=[CH:4][N:3]=1.[ClH:35].CO>C(Cl)Cl>[ClH:35].[ClH:35].[F:1][C:2]1[C:7]([C:8]2[C:9](=[O:34])[NH:10][C:11](=[O:33])[N:12]([CH2:14][CH2:15][CH2:16][N:17]3[CH2:22][C@H:21]4[C@:19]([C:23]5[CH:28]=[CH:27][C:26]([C:29]([F:32])([F:31])[F:30])=[CH:25][CH:24]=5)([CH2:20]4)[CH2:18]3)[N:13]=2)=[CH:6][CH:5]=[CH:4][N:3]=1 |f:4.5.6|. Procedure details: 6-(2-fluoro-3-pyridinyl)-2-(3-{(1S,5R)-1-[4-(trifluoromethyl)phenyl]-3-azabicyclo[3.1.0]hex-3-yl}propyl)-1,2,4-triazine-3,5(2H,4H)-dione (E9, 46 mg, was dissolved in 2 mL of DCM and treated with HCl 1.25M in MeOH (2.2 eq) to form 6-(2-fluoro-3-pyridinyl)-2-(3-{(1S,5R)-1-[4-(trifluoromethyl)phenyl]-3-azabicyclo[3.1.0]hex-3-yl}propyl)-1,2,4-triazine-3,5(2H,4H)-dione dihydrochloride salt (E10, 45 mg, 0.082 mmol). As a reaction SMILES: [Br:20][CH2:21][CH:22]=[CH:23][CH2:24][Br:25].[C:26](=[O:27])([O-:28])[O-:29].[Cs+:30].[Cs+:31].[F:1][c:2]1[c:3]([N:9]2[S:10](=[O:18])(=[O:19])[NH:11][c:12]3[c:13]2[cH:14][cH:15][cH:16][cH:17]3)[cH:4][cH:5][c:6]([F:8])[cH:7]1>>[F:1][c:2]1[c:3]([N:9]2[S:10](=[O:18])(=[O:19])[N:11]([CH2:24][CH:23]=[CH:22][CH2:21][Br:20])[c:12]3[c:13]2[cH:14][cH:15][cH:16][cH:17]3)[cH:4][cH:5][c:6]([F:8])[cH:7]1. The product is O=S1(=O)N(CC=CCBr)c2ccccc2N1c1ccc(F)cc1F. The reactants are BrCC=CCBr, O=C([O-])[O-], [Cs+], [Cs+], O=S1(=O)Nc2ccccc2N1c1ccc(F)cc1F. Starting materials: C(C1=CC=CC=C1)OC(=O)N[C@@H](CC1=CC=CC2=CC=CC=C12)C(=O)N[C@@H](CC1=CNC=N1)C(=O)N[C@H]([C@H](CC(=O)NN)O)CC(C)C (4(S)-[N-benzyloxycarbonyl-3-(1-naphthyl)-L-alanyl-L-histidyl]amino-3(S)-hydroxy-6-methylheptanoic acid hydrazide), C(C1=CC=CC=C1)(=O)CCCC(=O)O.ON1C(CCC1=O)=O (N-hydroxysuccinimide 4-benzoylbutyrate). Run in CN(C=O)C (dimethylformamide). Run at time 2 day. Yields the product C(C1=CC=CC=C1)OC(=O)N[C@@H](CC1=CC=CC2=CC=CC=C12)C(=O)N[C@@H](CC1=CNC=N1)C(=O)N[C@H]([C@H](CC(=O)NNC(CCCC(C1=CC=CC=C1)=O)=O)O)CC(C)C (N1 -{4(S)-[N-benzyloxycarbonyl-3-(1-naphthyl)-L-alanyl-L-histidyl]amino-3(S)-hydroxy-6-methylheptanoyl}-N2 -(4-benzoylbutyryl)hydrazine). Isolated yield 75.7%. RXN SMILES: [CH2:1]([O:8][C:9]([NH:11][C@H:12]([C:24]([NH:26][C@H:27]([C:34]([NH:36][C@@H:37]([CH2:45][CH:46]([CH3:48])[CH3:47])[C@@H:38]([OH:44])[CH2:39][C:40]([NH:42][NH2:43])=[O:41])=[O:35])[CH2:28][C:29]1[N:33]=[CH:32][NH:31][CH:30]=1)=[O:25])[CH2:13][C:14]1[C:23]2[C:18](=[CH:19][CH:20]=[CH:21][CH:22]=2)[CH:17]=[CH:16][CH:15]=1)=[O:10])[C:2]1[CH:7]=[CH:6][CH:5]=[CH:4][CH:3]=1.[C:49]([CH2:57][CH2:58][CH2:59][C:60](O)=[O:61])(=[O:56])[C:50]1[CH:55]=[CH:54][CH:53]=[CH:52][CH:51]=1.ON1C(=O)CCC1=O>CN(C)C=O>[CH2:1]([O:8][C:9]([NH:11][C@H:12]([C:24]([NH:26][C@H:27]([C:34]([NH:36][C@@H:37]([CH2:45][CH:46]([CH3:48])[CH3:47])[C@@H:38]([OH:44])[CH2:39][C:40]([NH:42][NH:43][C:60](=[O:61])[CH2:59][CH2:58][CH2:57][C:49](=[O:56])[C:50]1[CH:55]=[CH:54][CH:53]=[CH:52][CH:51]=1)=[O:41])=[O:35])[CH2:28][C:29]1[N:33]=[CH:32][NH:31][CH:30]=1)=[O:25])[CH2:13][C:14]1[C:23]2[C:18](=[CH:19][CH:20]=[CH:21][CH:22]=2)[CH:17]=[CH:16][CH:15]=1)=[O:10])[C:2]1[CH:3]=[CH:4][CH:5]=[CH:6][CH:7]=1 |f:1.2|. Procedure: 66 mg (0.1 mmole) of 4(S)-[N-benzyloxycarbonyl-3-(1-naphthyl)-L-alanyl-L-histidyl]amino-3(S)-hydroxy-6-methylheptanoic acid hydrazide (prepared as described in Example 5) were dissolved in 3 ml of dimethylformamide, and then 31 mg (0.1 mmole) of N-hydroxysuccinimide 4-benzoylbutyrate were added and the mixture was stirred for 2 days at room temperature. The resulting reaction mixture was concentrated by evaporation under reduced pressure, and water was added to the resulting residue. After the w... Starting materials: C(C)(C)(C)OC(=O)N1CCC(C(=O)O)CC1 (1-tert-butoxycarbonylisonipecotic acid), Cl.CNOC (N,O-dimethylhydroxylamine hydrochloride), Cl.C(C)N=C=NCCCN(C)C (N-ethyl-N'-(3-dimethylaminopropyl)carbodiimide-hydrochloride), ON1N=NC2=C1N=CC=C2 (1-hydroxy-7-azabenzotriazole). Solvent: CN(C=O)C (dimethylformamide). Run at time 8 hour. Product: CON(C(C1CCN(CC1)C(=O)OC(C)(C)C)=O)C (N-Methoxy-N-methyl 1-tert-butoxycarbonylisonipecotamide). Reaction SMILES: [C:1]([O:5][C:6]([N:8]1[CH2:16][CH2:15][CH:11]([C:12]([OH:14])=O)[CH2:10][CH2:9]1)=[O:7])([CH3:4])([CH3:3])[CH3:2].Cl.[CH3:18][NH:19][O:20][CH3:21].Cl.C(N=C=NCCCN(C)C)C.ON1C2N=CC=CC=2N=N1>CN(C)C=O>[CH3:21][O:20][N:19]([CH3:18])[C:12](=[O:14])[CH:11]1[CH2:10][CH2:9][N:8]([C:6]([O:5][C:1]([CH3:2])([CH3:3])[CH3:4])=[O:7])[CH2:16][CH2:15]1 |f:1.2,3.4|. Procedure details: A mixture of 1-tert-butoxycarbonylisonipecotic acid (5 g, 21.8 mmol; Example 81, Step A), N,O-dimethylhydroxylamine hydrochloride (2.12 g, 21.7 mmol), N-ethyl-N'-(3-dimethylaminopropyl)carbodiimide-hydrochloride (4.6 g, 24 mmol), 1-hydroxy-7-azabenzotriazole (0.3 g, 2.2 mmol), and anhydrous dimethylformamide (50 mL) was stirred at room temp. overnight. The resulting mixture was concentrated under vacuum, and the residue was partitioned between ethyl acetate and aqueous sodium bicarbonate. The or... Reactants: BrC=1C=CC(=C(C1)C1=NC=C(C=C1)F)F (2-(5-bromo-2-fluorophenyl)-5-fluoropyridine), B1(OCC(CO1)(C)C)B2OCC(CO2)(C)C (bis(neopentyl glycolato)diboron), C(C)(=O)[O-].[K+] (potassium acetate). The reagents and catalysts are C1=CC=C(C=C1)[PH+](C2=CC=CC=C2)[C]3[CH][CH][CH][CH]3.C1=CC=C(C=C1)[PH+](C2=CC=CC=C2)[C]3[CH][CH][CH][CH]3.C(Cl)Cl.Cl[Pd]Cl.[Fe] (dichloro[1,1′-bis(diphenylphosphino)ferrocene]palladium(II) dichloromethane adduct). Run in O1CCOCC1 (1,4-dioxane), CS(=O)C (dimethylsulfoxide). Reaction conditions: temperature 85 celsius, time 15 hour. The product is FC1=C(C=C(C=C1)B(O)O)C1=NC=C(C=C1)F (4-fluoro-3-(5-fluoropyridin-2-yl)phenylboronic acid). As a reaction SMILES: Br[C:2]1[CH:3]=[CH:4][C:5]([F:15])=[C:6]([C:8]2[CH:13]=[CH:12][C:11]([F:14])=[CH:10][N:9]=2)[CH:7]=1.[B:16]1(B2OCC(C)(C)CO2)[O:21]CC(C)(C)C[O:17]1.C([O-])(=O)C.[K+]>O1CCOCC1.CS(C)=O.C1C=CC([PH+]([C]2[CH][CH][CH][CH]2)C2C=CC=CC=2)=CC=1.C1C=CC([PH+]([C]2[CH][CH][CH][CH]2)C2C=CC=CC=2)=CC=1.C(Cl)Cl.Cl[Pd]Cl.[Fe]>[F:15][C:5]1[CH:4]=[CH:3][C:2]([B:16]([OH:21])[OH:17])=[CH:7][C:6]=1[C:8]1[CH:13]=[CH:12][C:11]([F:14])=[CH:10][N:9]=1 |f:2.3,6.7.8.9.10,^1:51,52,53,54,55,69,70,71,72,73|. Procedure details: To 2-(5-bromo-2-fluorophenyl)-5-fluoropyridine (0.94 g, 3.48 mmol) and bis(neopentyl glycolato)diboron (0.943 g) in 1,4-dioxane (12 ml) and dimethylsulfoxide (1.5 ml) was added potassium acetate (0.725 g) and dichloro[1,1′-bis(diphenylphosphino)ferrocene]palladium(II) dichloromethane adduct (100 mg). The mixture was degassed with nitrogen and then stirred at 85° C. for 15 h. On cooling to ambient temperature, 1 N aqueous sodium hydroxide (32 ml) was added and the mixture stirred for 20 min. Diet... The reactants are O=C([O-])[O-], Cc1ccccc1, CCOC(C)=O, Oc1ccc(Cl)c(Cl)c1, Cl, [Cs+], [Cs+], [Cu+2], O=C(O)c1cc(F)ccc1I, O=S(=O)([O-])C(F)(F)F, O=S(=O)([O-])C(F)(F)F, O. Yields the product O=C(O)c1cc(F)ccc1Oc1ccc(Cl)c(Cl)c1. RXN SMILES: [C:1](=[O:2])([O-:3])[O-:4].[CH3:28][c:29]1[cH:30][cH:31][cH:32][cH:33][cH:34]1.[CH3:36][CH2:37][O:38][C:39]([CH3:40])=[O:41].[Cl:7][c:8]1[cH:9][c:10]([OH:15])[cH:11][cH:12][c:13]1[Cl:14].[ClH:27].[Cs+:5].[Cs+:6].[Cu+2:50].[F:16][c:17]1[cH:18][cH:19][c:20]([I:26])[c:21]([C:22](=[O:23])[OH:24])[cH:25]1.[F:42][C:43]([F:44])([F:45])[S:46]([O-:47])(=[O:48])=[O:49].[F:51][C:52]([F:53])([F:54])[S:55]([O-:56])(=[O:57])=[O:58].[OH2:35]>>[Cl:7][c:8]1[cH:9][c:10]([O:15][c:20]2[cH:19][cH:18][c:17]([F:16])[cH:25][c:21]2[C:22](=[O:23])[OH:24])[cH:11][cH:12][c:13]1[Cl:14]. Yield: 31.9%. Reaction SMILES: [CH3:1][C:2]1[N:3]([CH2:30][CH2:31][CH3:32])[N:4]=[C:5]2[C:14]=1[C:13]1[CH:12]=[CH:11][CH:10]=[CH:9][C:8]=1[N:7]=[C:6]2[N:15](C(OC(C)(C)C)=O)C(OC(C)(C)C)=O.C([Li])(C)(C)C.[C:38]1(=[O:42])[CH2:41][CH2:40][CH2:39]1.[Cl-].[NH4+]>O1CCCC1.CCCCC>[NH2:15][C:6]1[C:5]2=[N:4][N:3]([CH2:30][CH2:31][CH3:32])[C:2]([CH2:1][C:38]3([OH:42])[CH2:41][CH2:40][CH2:39]3)=[C:14]2[C:13]2[CH:12]=[CH:11][CH:10]=[CH:9][C:8]=2[N:7]=1 |f:3.4|. The solvent is CCCCC (pentane), O1CCCC1 (tetrahydrofuran). Product: NC1=NC=2C=CC=CC2C=2C1=NN(C2CC2(CCC2)O)CCC (1-[(4-amino-2-propyl-2H-pyrazolo[3,4-c]quinolin-1-yl)methyl]cyclobutanol). Procedure: A solution of di(tert-butyl) 1-methyl-2-propyl-2H-pyrazolo[3,4-c]quinolin-4-ylimidodicarbonate (1.32 g, 3.00 mmol) in anhydrous tetrahydrofuran (THF) (30 mL) was cooled to −78° C. under an argon atmosphere. tert-Butyllithium (7.06 mL of a 1.7 M solution in pentane) was added over a period of eight minutes, and the resulting dark-colored solution was stirred at −78° C. for 40 minutes. Cyclobutanone (1.05 g, 15 mmol) was added over a period of two minutes, and the −78° C. bath was replaced with a ... Conditions: temperature -78 celsius, time 40 minute. The reactants are C(C)(C)(C)[Li] (tert-Butyllithium), solution, C1(CCC1)=O (Cyclobutanone), CC=1N(N=C2C(=NC=3C=CC=CC3C21)N(C(=O)OC(C)(C)C)C(=O)OC(C)(C)C)CCC (di(tert-butyl) 1-methyl-2-propyl-2H-pyrazolo[3,4-c]quinolin-4-ylimidodicarbonate), [Cl-].[NH4+] (ammonium chloride). Reactants: BrC1=NC=CC=C1O (2-bromo-3-pyridinol), [H-].[Na+] (sodium hydride), O (water), BrCC(=O)OC (methyl bromoacetate). Run in C1CCOC1 (THF). Reaction conditions: time 30 minute. The product is BrC1=NC=CC=C1OCC(=O)OC (Methyl [(2-bromo-3-pyridinyl)oxy]acetate). As a reaction SMILES: [Br:1][C:2]1[C:7]([OH:8])=[CH:6][CH:5]=[CH:4][N:3]=1.[H-].[Na+].Br[CH2:12][C:13]([O:15][CH3:16])=[O:14].O>C1COCC1>[Br:1][C:2]1[C:7]([O:8][CH2:12][C:13]([O:15][CH3:16])=[O:14])=[CH:6][CH:5]=[CH:4][N:3]=1 |f:1.2|. Procedure details: To a solution of 2-bromo-3-pyridinol (5 g) in THF (100 ml) at 0° was added sodium hydride (1 g, 80% suspension in oil). The mixture was stirred under nitrogen for 30 min and methyl bromoacetate (3.26 ml) was added dropwise. The mixture was then heated under reflux for 2 h, poured into water (300 ml) and extracted with ethyl acetate (2×250 ml). The combined organic extracts were dried and concentrated to give a solid which was triturated with ether to give the title compound as a white solid (4.5... The reactants are FC1=CC=CC(=N1)C1=NN2C(C=C(C=C2)NC(=O)C2=C(C=NN2C)C(=O)O)=N1 (5-(2-(6-fluoropyridin-2-yl)-[1,2,4]triazolo[1,5-a]pyridin-7-ylcarbamoyl)-1-methyl-1H-pyrazole-4-carboxylic acid), N1CCOCC1 (morpholine). Product: FC1=CC=CC(=N1)C1=NN2C(C=C(C=C2)NC(=O)C=2N(N=CC2C(=O)N2CCOCC2)C)=N1 (2-methyl-4-(morpholine-4-carbonyl)-2H-pyrazole-3-carboxylic acid [2-(6-fluoro-pyridin-2-yl)-[1,2,4]triazolo[1,5-a]pyridin-7-yl]-amide). Yield: 77.6%. Reaction SMILES: [F:1][C:2]1[N:7]=[C:6]([C:8]2[N:28]=[C:11]3[CH:12]=[C:13]([NH:16][C:17]([C:19]4[N:23]([CH3:24])[N:22]=[CH:21][C:20]=4[C:25]([OH:27])=O)=[O:18])[CH:14]=[CH:15][N:10]3[N:9]=2)[CH:5]=[CH:4][CH:3]=1.[NH:29]1[CH2:34][CH2:33][O:32][CH2:31][CH2:30]1>>[F:1][C:2]1[N:7]=[C:6]([C:8]2[N:28]=[C:11]3[CH:12]=[C:13]([NH:16][C:17]([C:19]4[N:23]([CH3:24])[N:22]=[CH:21][C:20]=4[C:25]([N:29]4[CH2:34][CH2:33][O:32][CH2:31][CH2:30]4)=[O:27])=[O:18])[CH:14]=[CH:15][N:10]3[N:9]=2)[CH:5]=[CH:4][CH:3]=1. Procedure: The product was prepared in the same manner as described in example 3 using 5-(2-(6-fluoropyridin-2-yl)-[1,2,4]triazolo[1,5-a]pyridin-7-ylcarbamoyl)-1-methyl-1H-pyrazole-4-carboxylic acid (60 mg, 157 μmol) and morpholine (41.1 mg, 472 μmol) as starting materials. The reaction affords 2-methyl-4-(morpholine-4-carbonyl)-2H-pyrazole-3-carboxylic acid [2-(6-fluoro-pyridin-2-yl)-[1,2,4]triazolo[1,5-a]pyridin-7-yl]-amide (54.9 mg, 77.5%) as white solid. MS: m/z=451.0 (M+H+).